describe an organic reaction: reactants, conditions, products, and yield From a dataset of the Open Reaction Database (ORD), a public repository of structured organic reaction records. The reactants are C1CCOC1, CO, [Na+], [OH-], O, CCOC(=O)Cc1nc[nH]n1. Yields the product O=C(O)Cc1nc[nH]n1. As a reaction SMILES: [CH2:17]1[O:18][CH2:19][CH2:20][CH2:21]1.[CH3:15][OH:16].[Na+:13].[OH-:12].[OH2:14].[nH:1]1[n:2][c:3]([CH2:6][C:7](=[O:8])[O:9][CH2:10][CH3:11])[n:4][cH:5]1>>[nH:1]1[n:2][c:3]([CH2:6][C:7](=[O:8])[OH:9])[n:4][cH:5]1.